Dataset: the Open Reaction Database (ORD), a public repository of structured organic reaction records. Task: describe an organic reaction: reactants, conditions, products, and yield Starting materials: C1(=CC=CC=C1)C (toluene), CC(C)=CCCC(C)CC=O (citronellal), CC(C)=CCCC(C)=CC=O (citral), C=1N=C(C2=C(N1)N(C=N2)[C@H]3[C@@H]([C@@H]([C@H](O3)COP(=O)(O)OP(=O)(O)OC[C@@H]4[C@H]([C@H]([C@@H](O4)N5C=CCC(=C5)C(=O)N)O)O)O)OP(=O)(O)O)N (NADPH). Solvent: CC(C)(C)OC (MTBE). Yields the product alcohol, CC(C)=CCC\C(\C)=C\CO (geraniol), CC(C)=CCCC(C)CCO (citronellol). As a reaction SMILES: [CH3:1][C:2](=[CH:4][CH2:5][CH2:6][C:7](=[CH:9][CH:10]=[O:11])[CH3:8])[CH3:3].C1(C)C=CC=CC=1.[CH3:19][C:20](=[CH:22][CH2:23][CH2:24][CH:25]([CH2:27][CH:28]=[O:29])[CH3:26])[CH3:21].C1N=C(N)C2N=CN([C@@H]3O[C@H](COP(OP(OC[C@H]4O[C@@H](N5C=C(C(N)=O)CC=C5)[C@H](O)[C@@H]4O)(O)=O)(O)=O)[C@@H](O)[C@H]3OP(O)(O)=O)C=2N=1>CC(OC)(C)C>[CH3:3][C:2](=[CH:4][CH2:5][CH2:6]/[C:7](=[CH:9]/[CH2:10][OH:11])/[CH3:8])[CH3:1].[CH3:19][C:20](=[CH:22][CH2:23][CH2:24][CH:25]([CH2:27][CH2:28][OH:29])[CH3:26])[CH3:21]. Reported procedure: FIG. 4 illustrates the profiles of citral biotransformation by Zymomonas mobilis in the aqueous/toluene and in the aqueous/MTBE two-phase system. For the former the increase of citronellal concentration continued rather linearly over the three hour period. When the concentration of the NADPH regenerating system was doubled, the same final citronellal concentration was achieved. This indicates that the reaction was not limited by the NADPH regenerating system. Concentrations of both citral isomer... The reactants are O[C@H]1CN(CC1)C1=NC=C(C(=O)NC2=CC=C(C=C2)OC(F)(F)F)C=C1\C=C\C(C)=O ((R,E)-6-(3-Hydroxypyrrolidin-1-yl)-5-(3-oxobut-1-en-1-yl)-N-(4-(trifluoromethoxy)phenyl)nicotinamide), C1(=CC=C(C=C1)S(=O)(=O)NN)C (toluene-4-sulfonic acid hydrazide), CCO (EtOH), C[O-].[Na+] (NaOMe). Solvent: C(=O)O (formic acid). Reaction conditions: temperature 80 celsius, time 1.5 hour. Yields the product O[C@H]1CN(CC1)C1=NC=C(C(=O)NC2=CC=C(C=C2)OC(F)(F)F)C=C1C1=CC(=NN1)C ((R)-6-(3-Hydroxypyrrolidin-1-yl)-5-(3-methyl-1H-pyrazol-5-yl)-N-(4-(trifluoromethoxy)phenyl)nicotinamide). RXN SMILES: [OH:1][C@@H:2]1[CH2:6][CH2:5][N:4]([C:7]2[C:26](/[CH:27]=[CH:28]/[C:29](=O)[CH3:30])=[CH:25][C:10]([C:11]([NH:13][C:14]3[CH:19]=[CH:18][C:17]([O:20][C:21]([F:24])([F:23])[F:22])=[CH:16][CH:15]=3)=[O:12])=[CH:9][N:8]=2)[CH2:3]1.C1(C)C=CC(S([NH:41][NH2:42])(=O)=O)=CC=1.CCO.C[O-].[Na+]>C(O)=O>[OH:1][C@@H:2]1[CH2:6][CH2:5][N:4]([C:7]2[C:26]([C:27]3[NH:42][N:41]=[C:29]([CH3:30])[CH:28]=3)=[CH:25][C:10]([C:11]([NH:13][C:14]3[CH:15]=[CH:16][C:17]([O:20][C:21]([F:22])([F:24])[F:23])=[CH:18][CH:19]=3)=[O:12])=[CH:9][N:8]=2)[CH2:3]1 |f:3.4|. Reported procedure: (R,E)-6-(3-Hydroxypyrrolidin-1-yl)-5-(3-oxobut-1-en-1-yl)-N-(4-(trifluoromethoxy)phenyl)nicotinamide (Stage 3.1, 50 mg, 0.091 mmol) and toluene-4-sulfonic acid hydrazide (34.5 mg, 0.181 mmol) and EtOH (302 μL) were added to a MW vial, which was sealed and stirred at 80° C. for 1.5 h. The mixture was cooled to RT, NaOMe (17.15 mg, 0.318 mmol) was added and the RM was stirred at 80° C. for 48 h. Aq. The RM was acidified with aq. formic acid, filtered through a 0.2 μM PTFE membrane filter and purif... Starting materials: CC1=C(C#N)C=CC=C1 (2-methylbenzonitrile), C(=O)(O)O (Na-X), zeolite, C([O-])([O-])=O.[K+].[K+] (potassium carbonate), BrBr (bromine). Solvent: CO (methanol), O (water). Reaction conditions: temperature 50 celsius. Yields the product BrC=1C=CC(=C(C#N)C1)C (5-bromo-2-methylbenzonitrile). The yield is 82.8%. Reaction SMILES: [CH3:1][C:2]1[CH:9]=[CH:8][CH:7]=[CH:6][C:3]=1[C:4]#[N:5].C(O)(O)=O.[Br:14]Br.C(=O)([O-])[O-].[K+].[K+]>CO.O>[Br:14][C:7]1[CH:8]=[CH:9][C:2]([CH3:1])=[C:3]([CH:6]=1)[C:4]#[N:5] |f:3.4.5|. Procedure details: 117 g (998 mmol) of 2-methylbenzonitrile was dropped to 1000 g of a Na-X type zeolite dried powder (Zeolam type F-9 manufactured by Toyo Corp.; 100 mesh or less) while stirring under air cooling. The resulted mixed was allowed to cool, and after cooled to 50° C. or lower, to this was added 213 g (1.33 mol) of bromine, and the mixture was stirred at 80 to 85° C. for 1.5 hours, then, cooled to 15° C. or lower. This was added into mixture of 100 g of potassium carbonate, 500 ml of water and 2 L of ... Starting materials: ON=C1CCCc2c1ccc1ccccc21, CS(=O)(=O)O, ClCCl, O. The product is O=C1CCCc2c(ccc3ccccc23)N1. Reaction SMILES: [C:6]1(=[N:20][OH:21])[CH2:7][CH2:8][CH2:9][c:10]2[c:11]3[cH:12][cH:13][cH:14][cH:15][c:16]3[cH:17][cH:18][c:19]21.[CH3:1][S:2](=[O:3])(=[O:4])[OH:5].[Cl:23][CH2:24][Cl:25].[OH2:22]>>[C:6]1(=[O:22])[CH2:7][CH2:8][CH2:9][c:10]2[c:11]3[cH:12][cH:13][cH:14][cH:15][c:16]3[cH:17][cH:18][c:19]2[NH:20]1. The reactants are two, II (iodine), C(=O)(OC(C)(C)C)N1[C@@H](C=O)CCC1 (Boc- D-Prolinal), C(C)OC(CBr)=O (ethylbromoacetate). The reagents and catalysts are [Zn] (zinc). Run in C1=CC=CC=C1 (benzene), C1=CC=CC=C1 (benzene). Yields the product C(C)(C)(C)OC(=O)N1C(CCC1)C(CC(=O)OCC)O (Ethyl 3-(1-(Tert-Butoxycarbonyl)-2-Pyrrolidinyl)-3-Hydroxypropionate). Isolated yield 41.0%. Reaction SMILES: [C:1]([N:8]1[CH2:14][CH2:13][CH2:12][C@@H:9]1[CH:10]=[O:11])([O:3][C:4]([CH3:7])([CH3:6])[CH3:5])=[O:2].[CH2:15]([O:17][C:18](=[O:21])[CH2:19]Br)[CH3:16].II>[Zn].C1C=CC=CC=1>[C:4]([O:3][C:1]([N:8]1[CH2:14][CH2:13][CH2:12][CH:9]1[CH:10]([OH:11])[CH2:19][C:18]([O:17][CH2:15][CH3:16])=[O:21])=[O:2])([CH3:7])([CH3:6])[CH3:5]. Procedure details: Freshly activated zinc powder (0.79 g, 12 mmol, Aldrich) and benzene (50 mL) were placed into a 250-mL two neck round bottom flask under N2. This flask was attached to a Dean-Stark apparatus and 25 mL of benzene was distilled into the trap. Under reflux, a solution of Boc- D-Prolinal (1.90 g, 9.5 mmol) and ethylbromoacetate (2.0 g, 12 mmol, Aldrich) was added dropwise. A crystal of iodine was added to initiate the reaction after half of the dropping solution was added. After complete addition, t...